This data is from the Open Reaction Database (ORD), a public repository of structured organic reaction records. The task is: describe an organic reaction: reactants, conditions, products, and yield Reactants: [N+](=O)([O-])C1=CC2=C(SCCN2)C=C1 (6-nitro-3,4-dihydro-2H-benzo[b][1,4]thiazine), Cl.ClCCN(C)C (2-chloro-N,N-dimethylethanamine hydrochloride), [OH-].[Na+] (NaOH). Reagents/catalysts: [Br-].C(CCC)[N+](CCCC)(CCCC)CCCC (tetrabutylammonium bromide). Solvent: ClCCl (dichloromethane), O (water). Reaction conditions: time 8 hour. Yields the product CN(CCN1C2=C(SCC1)C=CC(=C2)[N+](=O)[O-])C (N,N-Dimethyl-2-(6-nitro-2H-benzo[b][1,4]thiazin-4(3H)-yl)ethanamine). Yield: 11.7%. Reaction SMILES: [N+:1]([C:4]1[CH:13]=[CH:12][C:7]2[S:8][CH2:9][CH2:10][NH:11][C:6]=2[CH:5]=1)([O-:3])=[O:2].Cl.Cl[CH2:16][CH2:17][N:18]([CH3:20])[CH3:19].[OH-].[Na+]>[Br-].C([N+](CCCC)(CCCC)CCCC)CCC.ClCCl.O>[CH3:19][N:18]([CH3:20])[CH2:17][CH2:16][N:11]1[CH2:10][CH2:9][S:8][C:7]2[CH:12]=[CH:13][C:4]([N+:1]([O-:3])=[O:2])=[CH:5][C:6]1=2 |f:1.2,3.4,5.6|. Procedure: To a stirred suspension of 6-nitro-3,4-dihydro-2H-benzo[b][1,4]thiazine (500 mg, 2.55 mmol), 2-chloro-N,N-dimethylethanamine hydrochloride (734 mg, 5.10 mmol), and tetrabutylammonium bromide (41.1 mg, 0.127 mmol) in dichloromethane (5 mL) was added 50% aqueous NaOH (5 mL). The reaction vessel was then sealed, and the mixture was stirred vigorously overnight at room temperature. The mixture was then diluted with water and extracted with dichloromethane (3×). The combined organics were dried, filt... The reactants are [BH4-], CCOC(C)=O, CC(C)(C)O, Nc1ncc(Cl)cc1[N+](=O)[O-], [Na+], O, O, Cl[Sn]Cl. Yields the product Nc1cc(Cl)cnc1N. As a reaction SMILES: [BH4-:17].[CH3:19][CH2:20][O:21][C:22](=[O:23])[CH3:24].[CH3:25][C:26]([OH:27])([CH3:28])[CH3:29].[NH2:1][c:2]1[n:3][cH:4][c:5]([Cl:11])[cH:6][c:7]1[N+:8]([O-:9])=[O:10].[Na+:18].[OH2:12].[OH2:13].[Sn:14]([Cl:15])[Cl:16]>>[NH2:1][c:2]1[n:3][cH:4][c:5]([Cl:11])[cH:6][c:7]1[NH2:8]. Starting materials: CCCCCCON=C(C(C)=O)C(=O)OCC, CC(=O)O, O=S(=O)(Cl)Cl. The product is CCCCCCON=C(C(=O)CCl)C(=O)OCC. RXN SMILES: [CH2:1]([CH2:2][CH2:3][CH2:4][CH2:5][CH3:6])[O:7][N:8]=[C:9]([C:10](=[O:11])[O:12][CH2:13][CH3:14])[C:15]([CH3:16])=[O:17].[CH3:23][C:24](=[O:25])[OH:26].[S:18]([Cl:19])(=[O:20])([Cl:21])=[O:22]>>[CH2:1]([CH2:2][CH2:3][CH2:4][CH2:5][CH3:6])[O:7][N:8]=[C:9]([C:10](=[O:11])[O:12][CH2:13][CH3:14])[C:15]([CH2:16][Cl:21])=[O:17]. Reactants: C(C1=CC=CC=C1)OC1=CC=C(C=C1)N(C1CCN(CC1)C(=O)C1N(CCC(C1)C)CCC(C)C)CC=C(C)C ({4-[(4-Benzyloxy-phenyl)-(3-methyl-but-2-enyl)-amino]-piperidin-1-yl }-[4-methyl-1-(3-methyl-butyl)-piperidin-2-yl]-methanone), CC1CC(N(CC1)CCC(C)C)C(=O)O (4-Methyl-1-(3-methyl-butyl)-piperidine-2-carboxylic acid). Product: CC(CCN1C(CCCC1)C(=O)O)C (1-(3-Methyl-butyl)-piperidine-2-carboxylic acid). The yield is 14.0%. RXN SMILES: C(OC1C=CC(N(CC=C(C)C)C2CCN(C(C3CC(C)CCN3CCC(C)C)=O)CC2)=CC=1)C1C=CC=CC=1.C[CH:42]1[CH2:47][CH2:46][N:45]([CH2:48][CH2:49][CH:50]([CH3:52])[CH3:51])[CH:44]([C:53]([OH:55])=[O:54])[CH2:43]1>>[CH3:51][CH:50]([CH3:52])[CH2:49][CH2:48][N:45]1[CH2:46][CH2:47][CH2:42][CH2:43][CH:44]1[C:53]([OH:55])=[O:54]. Procedure: The preparation of Example 17: {4-[(4-Benzyloxy-phenyl)-(3-methyl-but-2-enyl)-amino]-piperidin-1-yl }-[4-methyl-1-(3-methyl-butyl)-piperidin-2-yl]-methanone was made in accordance with the process of Example 11 (Step 3), except that 4-Methyl-1-(3-methyl-butyl)-piperidine-2-carboxylic acid was used instead of 1-(3-Methyl-butyl)-piperidine-2-carboxylic acid (14% yield). Starting materials: Cl (hydrochloric acid), FC=1C=C(C=C(C1OC)F)C(=O)N1C2=C(OCC1)C=CN=C2 ((3,5-difluoro-4-methoxy-phenyl)-(2,3-dihydro -pyrido[4,3-b][1,4]oxazin-4-yl)-methanone), [Br-].[Li+] (lithium bromide), N1CCNCC1 (piperazine). Solvent: CN(C=O)C (N,N-dimethyl formamide), O (water). Run at time 3 hour. The product is FC=1C=C(C=C(C1O)F)C(=O)N1C2=C(OCC1)C=CN=C2 ((3,5-difluoro-4-hydroxy-phenyl)-(2,3-dihydro-pyrido[4,3-b][1,4]oxazin-4-yl)-methanone), O1C2=C(N(CC1)C=O)C=NC=C2 ((2,3-dihydro-pyrido[4,3-b][1,4]oxazin-4-yl)-methanone). Yield: 231.7%. RXN SMILES: [F:1][C:2]1[CH:3]=[C:4]([C:11]([N:13]2[CH2:18][CH2:17][O:16][C:15]3[CH:19]=[CH:20][N:21]=[CH:22][C:14]2=3)=[O:12])[CH:5]=[C:6]([F:10])[C:7]=1[O:8]C.[Br-].[Li+].N1CCNCC1.Cl>O.CN(C)C=O>[F:1][C:2]1[CH:3]=[C:4]([C:11]([N:13]2[CH2:18][CH2:17][O:16][C:15]3[CH:19]=[CH:20][N:21]=[CH:22][C:14]2=3)=[O:12])[CH:5]=[C:6]([F:10])[C:7]=1[OH:8].[O:16]1[CH2:17][CH2:18][N:13]([CH:11]=[O:12])[C:14]2[CH:22]=[N:21][CH:20]=[CH:19][C:15]1=2 |f:1.2|. Procedure details: In a 10 ml flask, (3,5-difluoro-4-methoxy-phenyl)-(2,3-dihydro -pyrido[4,3-b][1,4]oxazin-4-yl)-methanone (50 g, 0.163 mmol), lithium bromide (57 mg, 0.65 mmol) and piperazine (21 mg, 0.24 mmol) were dissolved with N,N-dimethyl formamide, and stirred at 1000 for 3 hours. After completion of the reaction by adding water dropwise, the mixture was adjusted to weak acidic condition (pH=6) by using 1N hydrochloric acid, and the formed solid was filtered and washed with distilled water and ethyl acetat... Starting materials: C(C)(=O)C=1C=NC=CC1 (3-acetylpridine), C(C)(=O)[O-].[NH4+] (ammonium acetate), Cl (hydrochloric acid), C(#N)[BH3-].[Na+] (sodium cyanoborohydride). Solvent: CO (methanol). Run at time 20 minute. Yields the product N1=CC(=CC=C1)C(C)N (1-(pyridin-3-yl)ethanarnine). As a reaction SMILES: [C:1]([C:4]1[CH:5]=[N:6][CH:7]=[CH:8][CH:9]=1)(=O)[CH3:2].C([O-])(=O)C.[NH4+].C([BH3-])#[N:16].[Na+].Cl>CO>[N:6]1[CH:7]=[CH:8][CH:9]=[C:4]([CH:1]([NH2:16])[CH3:2])[CH:5]=1 |f:1.2,3.4|. Reported procedure: To a solution of 3-acetylpridine (82.6 mmol) in methanol (200 mL) was added ammonium acetate (1.03 mol) in one portion at room temperature. After the mixture has been stirred for 20 min, sodium cyanoborohydride (57.8 mmol) was added to this mixture. After being stirring for one day, 6 M hydrochloric acid was added to the reaction mixture. The resulting solution was washed with diethyl ether, and then the aqueous phase was basified to PH=10 with potassium hydroxide. The liberated amine was extrac... The product is O=C(Nc1ncc(Cl)s1)c1cc(S(=O)(=O)c2cccs2)cn1Cc1ccc(F)c(F)c1. As a reaction SMILES: [CH3:26][N:27]([CH3:28])[CH:29]=[O:30].[Cl:36][c:37]1[cH:38][n:39][c:40]([NH2:42])[s:41]1.[Cl:43][CH:44]([Cl:45])[CH3:46].[Cl:47][CH2:48][Cl:49].[ClH:35].[F:1][c:2]1[cH:3][c:4]([CH2:5][n:6]2[c:7]([C:19](=[O:20])[OH:21])[cH:8][c:9]([S:11](=[O:12])(=[O:13])[c:14]3[s:15][cH:16][cH:17][cH:18]3)[cH:10]2)[cH:22][cH:23][c:24]1[F:25].[OH2:50].[S:31]([Cl:32])([Cl:33])=[O:34].[cH:51]1[cH:52][cH:53][n:54][cH:55][cH:56]1>>[F:1][c:2]1[cH:3][c:4]([CH2:5][n:6]2[c:7]([C:19](=[O:21])[NH:42][c:40]3[n:39][cH:38][c:37]([Cl:36])[s:41]3)[cH:8][c:9]([S:11](=[O:12])(=[O:13])[c:14]3[s:15][cH:16][cH:17][cH:18]3)[cH:10]2)[cH:22][cH:23][c:24]1[F:25]. Starting materials: CN(C)C=O, Nc1ncc(Cl)s1, CC(Cl)Cl, ClCCl, Cl, O=C(O)c1cc(S(=O)(=O)c2cccs2)cn1Cc1ccc(F)c(F)c1, O, O=S(Cl)Cl, c1ccncc1.